describe an organic reaction: reactants, conditions, products, and yield From a dataset of the Open Reaction Database (ORD), a public repository of structured organic reaction records. Starting materials: COC(=O)COCC=CCO, O=[Cr](=O)([O-])Cl, c1ccccc1, c1cc[nH+]cc1. The product is COC(=O)COCC=CC=O. As a reaction SMILES: [CH3:1][O:2][C:3]([CH2:4][O:5][CH2:6][CH:7]=[CH:8][CH2:9][OH:10])=[O:11].[O:12]=[Cr:13]([Cl:14])([O-:15])=[O:16].[cH:23]1[cH:24][cH:25][cH:26][cH:27][cH:28]1.[nH+:17]1[cH:18][cH:19][cH:20][cH:21][cH:22]1>>[CH3:1][O:2][C:3]([CH2:4][O:5][CH2:6][CH:7]=[CH:8][CH:9]=[O:10])=[O:11]. RXN SMILES: [Br:20][c:21]1[cH:22][cH:23][c:24]([Br:25])[cH:26][cH:27]1.[CH2:30]1[CH2:31][CH:32]2[CH:33]([CH2:34][CH2:35][CH2:36][CH2:37]2)[CH2:38][CH2:39]1.[CH:41]([Cl:42])([Cl:43])[Cl:44].[Cu:40].[K+:29].[OH-:28].[cH:1]1[cH:2][cH:3][cH:4][c:5]2[c:11]1-[c:10]1[c:9]([cH:15][cH:14][cH:13][cH:12]1)[NH:8][c:7]1[c:6]-2[cH:19][cH:18][cH:17][cH:16]1>>[cH:1]1[cH:2][cH:3][cH:4][c:5]2[c:11]1-[c:10]1[c:9]([cH:15][cH:14][cH:13][cH:12]1)[N:8]([c:24]1[cH:23][cH:22][c:21]([Br:20])[cH:27][cH:26]1)[c:7]1[c:6]-2[cH:19][cH:18][cH:17][cH:16]1. Starting materials: Brc1ccc(Br)cc1, C1CCC2CCCCC2C1, ClC(Cl)Cl, [Cu], [K+], [OH-], c1ccc2c(c1)Nc1ccccc1-c1ccccc1-2. The product is Brc1ccc(N2c3ccccc3-c3ccccc3-c3ccccc32)cc1. Reactants: P(Cl)(Cl)(Cl)(Cl)Cl (Phosphorus pentachloride), [N+](=O)([O-])C=1C=C(C=C(C(=O)O)CC)C=CC1 (m-nitro-α-ethylcinnamic acid), C(C)(=O)OCC (ethyl acetate). Run at time 1 hour. Yields the product [N+](=O)([O-])C=1C=C(C=C(C(=O)OC2=CC=C(C=C2)OC)CC)C=CC1 (p-methoxyphenyl m-nitro-α-ethylcinnamate). As a reaction SMILES: P(Cl)(Cl)(Cl)(Cl)Cl.[N+:7]([C:10]1[CH:11]=[C:12]([CH:20]=[CH:21][CH:22]=1)[CH:13]=[C:14]([CH2:18][CH3:19])[C:15]([OH:17])=[O:16])([O-:9])=[O:8].[C:23]([O:26][CH2:27][CH3:28])(=O)C>>[N+:7]([C:10]1[CH:11]=[C:12]([CH:20]=[CH:21][CH:22]=1)[CH:13]=[C:14]([CH2:18][CH3:19])[C:15]([O:17][C:10]1[CH:11]=[CH:28][C:27]([O:26][CH3:23])=[CH:21][CH:22]=1)=[O:16])([O-:9])=[O:8]. Procedure: Phosphorus pentachloride (22 g) was added to 22.1 g of m-nitro-α-ethylcinnamic acid suspended in 300 ml of ethyl acetate, and the mixture was stirred at room temperature for 1 hour. After the reaction, the solvent was distilled off under reduced pressure, upon which m-nitro-α-ethylcinnamoyl chloride precipitated. This compound was dissolved in 300 ml of ethyl acetate, and 12.4 g of p-methoxyphenol was added thereto. After the reaction at room temperature for 1 hour, the reaction mixture was wash... Starting materials: ClC=1N=C(C2=C(N1)C=C(S2)CN2CCN(CC2)C)N2CCOCC2 (2-Chloro-6-(4-methyl-piperazin-1-ylmethyl)-4-morpholin-4-yl-thieno[3,2-d]pyrimidine), COC1=CC=C(COC=2C=NC=C(C2)B2OC(C(O2)(C)C)(C)C)C=C1 (3-(4-methoxy-benzyloxy)-5-(4,4,5,5-tetramethyl-[1,3,2]dioxaborolan-2-yl)-pyridine). Product: COC1=CC=C(COC=2C=C(C=NC2)C=2N=C(C3=C(N2)C=C(S3)CN3CCN(CC3)C)N3CCOCC3)C=C1 (2-[5-(4-methoxy-benzyloxy)-pyridin-3-yl]-6-(4-methyl-piperazin-1-ylmethyl)-4-morpholin-4-yl-thieno[3,2-d]pyrimidine). As a reaction SMILES: Cl[C:2]1[N:3]=[C:4]([N:19]2[CH2:24][CH2:23][O:22][CH2:21][CH2:20]2)[C:5]2[S:10][C:9]([CH2:11][N:12]3[CH2:17][CH2:16][N:15]([CH3:18])[CH2:14][CH2:13]3)=[CH:8][C:6]=2[N:7]=1.[CH3:25][O:26][C:27]1[CH:49]=[CH:48][C:30]([CH2:31][O:32][C:33]2[CH:34]=[N:35][CH:36]=[C:37](B3OC(C)(C)C(C)(C)O3)[CH:38]=2)=[CH:29][CH:28]=1>>[CH3:25][O:26][C:27]1[CH:28]=[CH:29][C:30]([CH2:31][O:32][C:33]2[CH:38]=[C:37]([C:2]3[N:3]=[C:4]([N:19]4[CH2:24][CH2:23][O:22][CH2:21][CH2:20]4)[C:5]4[S:10][C:9]([CH2:11][N:12]5[CH2:17][CH2:16][N:15]([CH3:18])[CH2:14][CH2:13]5)=[CH:8][C:6]=4[N:7]=3)[CH:36]=[N:35][CH:34]=2)=[CH:48][CH:49]=1. Procedure: 2-Chloro-6-(4-methyl-piperazin-1-ylmethyl)-4-morpholin-4-yl-thieno[3,2-d]pyrimidine was reacted with 3-(4-methoxy-benzyloxy)-5-(4,4,5,5-tetramethyl-[1,3,2]dioxaborolan-2-yl)-pyridine in General Procedure A. Purification on silica yielded 2-[5-(4-methoxy-benzyloxy)-pyridin-3-yl]-6-(4-methyl-piperazin-1-ylmethyl)-4-morpholin-4-yl-thieno[3,2-d]pyrimidine. This was then reacted with trifluoroacetic acid in dichloromethane to give the desired compound. Reactants: O=S(=O)(Cl)c1ccc(F)cc1, NCc1ccccc1-c1ccccc1C(=O)NCCc1ccccn1, NC(c1ccccc1-c1ccccc1C(=O)NCCc1ccccn1)S(=O)(=O)c1ccc(F)cc1. Product: O=C(NCCc1ccccn1)c1ccccc1-c1ccccc1CNS(=O)(=O)c1ccc(F)cc1. RXN SMILES: [F:26][c:27]1[cH:28][cH:29][c:30]([S:33](=[O:34])(=[O:35])[Cl:36])[cH:31][cH:32]1.[n:1]1[c:2]([CH2:7][CH2:8][NH:9][C:10](=[O:11])[c:12]2[c:13](-[c:18]3[c:19]([CH2:24][NH2:25])[cH:20][cH:21][cH:22][cH:23]3)[cH:14][cH:15][cH:16][cH:17]2)[cH:3][cH:4][cH:5][cH:6]1.[n:37]1[cH:38][cH:39][cH:40][cH:41][c:42]1[CH2:43][CH2:44][NH:45][C:46]([c:47]1[c:48](-[c:49]2[cH:50][cH:51][cH:52][cH:53][c:54]2[CH:55]([S:56]([c:57]2[cH:58][cH:59][c:60]([F:61])[cH:62][cH:63]2)(=[O:64])=[O:65])[NH2:66])[cH:67][cH:68][cH:69][cH:70]1)=[O:71]>>[n:1]1[c:2]([CH2:7][CH2:8][NH:9][C:10](=[O:11])[c:12]2[c:13](-[c:18]3[c:19]([CH2:24][NH:25][S:33]([c:30]4[cH:29][cH:28][c:27]([F:26])[cH:32][cH:31]4)(=[O:34])=[O:35])[cH:20][cH:21][cH:22][cH:23]3)[cH:14][cH:15][cH:16][cH:17]2)[cH:3][cH:4][cH:5][cH:6]1. Reactants: CC=1C=CC=2C(=C3C(=NC2C1)CCCNC3)C (8,11-dimethyl-2,3,4,5-tetrahydro-1H-azepino[4,3-b]quinoline), ClC(=O)OCC (ethyl chloroformate). Product: C(C)OC(=O)N1CC=2C(=NC=3C=C(C=CC3C2C)C)CCC1 (8,11-Dimethyl-2,3,4,5-tetrahydro-1H-2-azepino[4,3-b]quinoline-carboxylic acid ethyl ester). The yield is 42.0%. RXN SMILES: [CH3:1][C:2]1[CH:3]=[CH:4][C:5]2[C:6]([CH3:17])=[C:7]3[CH2:16][NH:15][CH2:14][CH2:13][CH2:12][C:8]3=[N:9][C:10]=2[CH:11]=1.Cl[C:19]([O:21][CH2:22][CH3:23])=[O:20]>>[CH2:22]([O:21][C:19]([N:15]1[CH2:14][CH2:13][CH2:12][C:8]2=[N:9][C:10]3[CH:11]=[C:2]([CH3:1])[CH:3]=[CH:4][C:5]=3[C:6]([CH3:17])=[C:7]2[CH2:16]1)=[O:20])[CH3:23]. Procedure details: 8,11-Dimethyl-2,3,4,5-tetrahydro-1H-2-azepino[4,3-b]quinoline-carboxylic acid ethyl ester was prepared from 8,11-dimethyl-2,3,4,5-tetrahydro-1H-azepino[4,3-b]quinoline and ethyl chloroformate analogous to Example 155. Starting materials: B(Cl)(Cl)Cl (borontrichloride), O1CCCC1 (tetrahydrofuran), C([O-])(O)=O.[Na+] (sodium bicarbonate), NC=1SC(=C(N1)/C(/C(=O)OC)=N/O)F (methyl 2-(2-amino-5-fluorothiazol-4-yl)-2-(Z)-(hydroxyimino)acetate). The solvent is ClCCl (dichloromethane), [Cl-].[Na+].O (brine), ClCCl (dichloromethane). Product: NC=1SC(=C(N1)/C(/C(=O)O)=N/O)F (2-(2-amino-5-fluorothiazol-4-yl)-2-(Z)-(hydroxyimino)acetic acid). Isolated yield 35.3%. RXN SMILES: [NH2:1][C:2]1[S:3][C:4]([F:14])=[C:5](/[C:7](=[N:12]/[OH:13])/[C:8]([O:10]C)=[O:9])[N:6]=1.B(Cl)(Cl)Cl.O1CCCC1.C(=O)(O)[O-].[Na+]>ClCCl.[Cl-].[Na+].O>[NH2:1][C:2]1[S:3][C:4]([F:14])=[C:5](/[C:7](=[N:12]/[OH:13])/[C:8]([OH:10])=[O:9])[N:6]=1 |f:3.4,6.7.8|. Reported procedure: To a suspension of methyl 2-(2-amino-5-fluorothiazol-4-yl)-2-(Z)-(hydroxyimino)acetate (1 g) in dichloromethane (20 ml) was added dropwise 1M borontrichloride solution in dichloromethane (22.8 ml) under ice-cooling with stirring, and the mixture was stirred for 3 hours at 50° C. to 10° C. The resulting solution was poured into a mixture of tetrahydrofuran (30 ml) and brine (15 ml), and adjusted to pH 3.0 with saturated aqueous sodium bicarbonate. The separated organic phase was dried with magnes... The reactants are example 5 ( 1 ), NCC(C(=O)OC)C1(OCCO1)C (methyl 3-amino-2-(2-methyl-[1,3]dioxolan-2-yl)propionate), FC1=C2C(C(=O)OC2=O)=CC=C1 (3-fluorophthalic anhydride). The product is FC1=C2C(N(C(C2=CC=C1)=O)CC(C(=O)OC)C1(OCCO1)C)=O (Methyl 3-(4-fluoro-1,3-dioxo-1,3-dihydro-isoindol-2-yl)-2-(2-methyl-[1,3]dioxolan-2-yl)propionate). Reaction SMILES: [NH2:1][CH2:2][CH:3]([C:8]1([CH3:13])[O:12][CH2:11][CH2:10][O:9]1)[C:4]([O:6][CH3:7])=[O:5].[F:14][C:15]1[CH:25]=[CH:24][CH:23]=[C:17]2[C:18]([O:20][C:21](=O)[C:16]=12)=[O:19]>>[F:14][C:15]1[CH:25]=[CH:24][CH:23]=[C:17]2[C:16]=1[C:21](=[O:20])[N:1]([CH2:2][CH:3]([C:8]1([CH3:13])[O:9][CH2:10][CH2:11][O:12]1)[C:4]([O:6][CH3:7])=[O:5])[C:18]2=[O:19]. Procedure: Methyl 3-(4-fluoro-1,3-dioxo-1,3-dihydro-isoindol-2-yl)-2-(2-methyl-[1,3]dioxolan-2-yl)propionate was prepared (0.24 g, 28%) in the same manner as described in the above example 5 (1) from methyl 3-amino-2-(2-methyl-[1,3]dioxolan-2-yl)propionate (0.50 g, 2.64 mmol) and 3-fluorophthalic anhydride (0.57 g, 3.43 mmol), and the obtained product was identified with the following NMR data. The reactants are N1C(CC2=CC=CC=C12)C=1N(C(C(=C(N1)C(=O)OC)OC(C1=CC=CC=C1)=O)=O)C (Methyl 2-(2,3-dihydro-1H-indol-2-yl)-1-methyl-5-benzoyloxy-6-oxo-1,6-dihydropyrimidine-4-carboxylate), N1=CC=CC=C1 (pyridine), C1(=CC=CC=C1)C(=O)Cl (PhCOCl). Run in C1CCOC1 (THF). Run at time 8 hour. Yields the product C(C1=CC=CC=C1)(=O)N1C(CC2=CC=CC=C12)C=1N(C(C(=C(N1)C(=O)OC)OC(C1=CC=CC=C1)=O)=O)C (Methyl 2-(1-benzoyl-2,3-dihydro-1H-indol-2-yl)-5-benzoyloxy-1-methyl-6-oxo-1,6-dihydropyrimidine-4-carboxylate). RXN SMILES: [NH:1]1[C:9]2[C:4](=[CH:5][CH:6]=[CH:7][CH:8]=2)[CH2:3][CH:2]1[C:10]1[N:11]([CH3:30])[C:12](=[O:29])[C:13]([O:20][C:21](=[O:28])[C:22]2[CH:27]=[CH:26][CH:25]=[CH:24][CH:23]=2)=[C:14]([C:16]([O:18][CH3:19])=[O:17])[N:15]=1.N1C=CC=CC=1.[C:37]1([C:43](Cl)=[O:44])[CH:42]=[CH:41][CH:40]=[CH:39][CH:38]=1>C1COCC1>[C:43]([N:1]1[C:9]2[C:4](=[CH:5][CH:6]=[CH:7][CH:8]=2)[CH2:3][CH:2]1[C:10]1[N:11]([CH3:30])[C:12](=[O:29])[C:13]([O:20][C:21](=[O:28])[C:22]2[CH:23]=[CH:24][CH:25]=[CH:26][CH:27]=2)=[C:14]([C:16]([O:18][CH3:19])=[O:17])[N:15]=1)(=[O:44])[C:37]1[CH:42]=[CH:41][CH:40]=[CH:39][CH:38]=1. Reported procedure: THF was added to the crude product of Step 1, followed by pyridine (2 eq.) and PhCOCl (1 eq.). After being stirred at room temperature overnight, the reaction mixture was evaporated to give the crude title product. The reactants are CO[C@]1(O[C@@H]2CCC\C=C/CCCOC(N[C@@H](C1)C2)=O)[C@H]2N(C(SC2)=O)CC2=CC=C(C=C2)OC ((1R,13R,15R,Z)-15-methoxy-15-((R)-3-(4-methoxybenzyl)-2-oxothiazolidin-4-yl)-4,14-dioxa-2-aza-bicyclo[11.3.1]heptadec-8-en-3-one), CO[C@]1(O[C@@H]2CCC\C=C/CC\C(=C/C(O[C@@H](C1)C2)=O)\C)[C@H]2N(C(SC2)=O)CC2=CC=C(C=C2)OC ((R)-4-((1R,4Z,8Z,13R,15R)-15-methoxy-5-methyl-3-oxo-2,14-dioxa-bicyclo[11.3.1]heptadeca-4,8-dien-15-yl)-3-(4-methoxybenzyl)thiazolidin-2-one). Product: O[C@]1(O[C@@H]2CCC\C=C/CCCOC(N[C@@H](C1)C2)=O)[C@H]2NC(SC2)=O ((1R,13R,15R,Z)-15-Hydroxy-15-((R)-2-oxothiazolidin-4-yl)-4,14-dioxa-2-aza-bicyclo[11.3.1]heptadec-8-en-3-one). As a reaction SMILES: C[O:2][C@:3]1([C@@H:21]2[CH2:25][S:24][C:23](=[O:26])[N:22]2CC2C=CC(OC)=CC=2)[CH2:18][C@H:17]2[CH2:19][C@@H:5]([CH2:6][CH2:7][CH2:8][CH:9]=[CH:10][CH2:11][CH2:12][CH2:13][O:14][C:15](=[O:20])[NH:16]2)[O:4]1.CO[C@]1([C@@H]2CSC(=O)N2CC2C=CC(OC)=CC=2)C[C@H]2C[C@@H](CCCC=CCCC(C)=CC(=O)O2)O1>>[OH:2][C@:3]1([C@@H:21]2[CH2:25][S:24][C:23](=[O:26])[NH:22]2)[CH2:18][C@H:17]2[CH2:19][C@@H:5]([CH2:6][CH2:7][CH2:8][CH:9]=[CH:10][CH2:11][CH2:12][CH2:13][O:14][C:15](=[O:20])[NH:16]2)[O:4]1. Procedure details: Application of the method shown in Example 46, with the modification that (1R,13R,15R,Z)-15-methoxy-15-((R)-3-(4-methoxybenzyl)-2-oxothiazolidin-4-yl)-4,14-dioxa-2-aza-bicyclo[11.3.1]heptadec-8-en-3-one is substituted for (R)-4-((1R,4Z,8Z,13R,15R)-15-methoxy-5-methyl-3-oxo-2,14-dioxa-bicyclo[11.3.1]heptadeca-4,8-dien-15-yl)-3-(4-methoxybenzyl)thiazolidin-2-one, affords the title compound.